Dataset: the Open Reaction Database (ORD), a public repository of structured organic reaction records. Task: describe an organic reaction: reactants, conditions, products, and yield The reactants are C1CCOC1, COC(=O)c1ccc(OCc2c(-c3cccc(F)c3)noc2C)nc1, CO, Cl, [Li+], [OH-], O, O. RXN SMILES: [CH2:30]1[O:31][CH2:32][CH2:33][CH2:34]1.[CH3:1][O:2][C:3]([c:4]1[cH:5][n:6][c:7]([O:10][CH2:11][c:12]2[c:13](-[c:18]3[cH:19][c:20]([F:24])[cH:21][cH:22][cH:23]3)[n:14][o:15][c:16]2[CH3:17])[cH:8][cH:9]1)=[O:25].[CH3:36][OH:37].[ClH:29].[Li+:28].[OH-:27].[OH2:26].[OH2:35]>>[O:2]=[C:3]([c:4]1[cH:5][n:6][c:7]([O:10][CH2:11][c:12]2[c:13](-[c:18]3[cH:19][c:20]([F:24])[cH:21][cH:22][cH:23]3)[n:14][o:15][c:16]2[CH3:17])[cH:8][cH:9]1)[OH:25]. The product is Cc1onc(-c2cccc(F)c2)c1COc1ccc(C(=O)O)cn1. Reactants: CC(C)O, COc1cc(COC(=O)C2Cc3sccc3C(=O)N2Cc2cc(OC)c(OC)c(OC)c2)cc(OC)c1OC. Product: COc1cc(CN2C(=O)c3ccsc3CC2C(=O)O)cc(OC)c1OC. Reaction SMILES: [CH:40]([OH:41])([CH3:42])[CH3:43].[O:1]=[C:2]1[N:3]([CH2:27][c:28]2[cH:29][c:30]([O:38][CH3:39])[c:31]([O:36][CH3:37])[c:32]([O:34][CH3:35])[cH:33]2)[CH:4]([C:11](=[O:12])[O:13][CH2:14][c:15]2[cH:16][c:17]([O:18][CH3:19])[c:20]([O:21][CH3:22])[c:23]([O:24][CH3:25])[cH:26]2)[CH2:5][c:6]2[c:7]1[cH:8][cH:9][s:10]2>>[O:1]=[C:2]1[N:3]([CH2:27][c:28]2[cH:29][c:30]([O:38][CH3:39])[c:31]([O:36][CH3:37])[c:32]([O:34][CH3:35])[cH:33]2)[CH:4]([C:11](=[O:12])[OH:13])[CH2:5][c:6]2[c:7]1[cH:8][cH:9][s:10]2. Procedure: A mixture of N-[(R)-1-{3-(4-piperidyl)propionyl}-3-piperidylcarbonyl]-2(S)-(4-benzyloxybenzoyl)amino-β-alanine (190 mg, 0.34 mmol) and 10% Pd—C (50% wet) (60 mg) in methanol (7 mL) was hydrogenated at 1 atm of hydrogen. After 5 hours, the catalyst was removed by filtration, then the filtrate was evaporated in vacuo. The residue was purified by an ODS column chromatography using Daisogel-120SP (10% CH3CN/water)and freeze-dried to give N-[(R)-1-{3-(4-piperidyl)propionyl}-3-piperidylcarbonyl]-2(S)-... Isolated yield 94.1%. The reactants are N1CCC(CC1)CCC(=O)N1C[C@@H](CCC1)C(=O)NC[C@@H](C(=O)O)NC(C1=CC=C(C=C1)OCC1=CC=CC=C1)=O (N-[(R)-1-{3-(4-piperidyl)propionyl}-3-piperidylcarbonyl]-2(S)-(4-benzyloxybenzoyl)amino-β-alanine), [H][H] (hydrogen). Reaction SMILES: [NH:1]1[CH2:6][CH2:5][CH:4]([CH2:7][CH2:8][C:9]([N:11]2[CH2:16][CH2:15][CH2:14][C@@H:13]([C:17]([NH:19][CH2:20][C@H:21]([NH:25][C:26](=[O:41])[C:27]3[CH:32]=[CH:31][C:30]([O:33]CC4C=CC=CC=4)=[CH:29][CH:28]=3)[C:22]([OH:24])=[O:23])=[O:18])[CH2:12]2)=[O:10])[CH2:3][CH2:2]1.[H][H]>CO.[Pd]>[NH:1]1[CH2:6][CH2:5][CH:4]([CH2:7][CH2:8][C:9]([N:11]2[CH2:16][CH2:15][CH2:14][C@@H:13]([C:17]([NH:19][CH2:20][C@H:21]([NH:25][C:26](=[O:41])[C:27]3[CH:28]=[CH:29][C:30]([OH:33])=[CH:31][CH:32]=3)[C:22]([OH:24])=[O:23])=[O:18])[CH2:12]2)=[O:10])[CH2:3][CH2:2]1. Reagents/catalysts: [Pd] (Pd—C). Product: N1CCC(CC1)CCC(=O)N1C[C@@H](CCC1)C(=O)NC[C@@H](C(=O)O)NC(C1=CC=C(C=C1)O)=O (N-[(R)-1-{3-(4-piperidyl)propionyl}-3-piperidylcarbonyl]-2(S)-(4-hydroxybenzoyl)amino-β-alanine). The solvent is CO (methanol). Run at time 5 hour. Reactants: CN(C(=O)C1CCC(CC1)=O)C1=CC=CC=C1 (4-oxo-cyclohexanecarboxylic acid methyl-phenyl-amide), Cl.C(#N)C1=CC=C(C=C1)NN ((4-cyanophenyl)-hydrazine hydrochloric acid salt), CC(=O)[O-].[Na+] (NaOAc). The reagents and catalysts are OS(=O)(=O)O (H2SO4). Solvent: CC(=O)O (AcOH). The product is CN(C(=O)C1CCC=2NC3=CC=C(C=C3C2C1)C#N)C1=CC=CC=C1 ((±)-6-Cyano-2,3,4,9-tetrahydro-1H-carbazole-3-carboxylic acid methyl-phenyl-amide). Isolated yield 48.3%. As a reaction SMILES: [CH3:1][N:2]([C:12]1[CH:17]=[CH:16][CH:15]=[CH:14][CH:13]=1)[C:3]([CH:5]1[CH2:10][CH2:9][C:8](=O)[CH2:7][CH2:6]1)=[O:4].Cl.[C:19]([C:21]1[CH:26]=[CH:25][C:24]([NH:27]N)=[CH:23][CH:22]=1)#[N:20].CC([O-])=O.[Na+]>CC(O)=O.OS(O)(=O)=O>[CH3:1][N:2]([C:12]1[CH:17]=[CH:16][CH:15]=[CH:14][CH:13]=1)[C:3]([CH:5]1[CH2:10][C:9]2[C:25]3[C:24](=[CH:23][CH:22]=[C:21]([C:19]#[N:20])[CH:26]=3)[NH:27][C:8]=2[CH2:7][CH2:6]1)=[O:4] |f:1.2,3.4|. Procedure: A stirred solution of 4-oxo-cyclohexanecarboxylic acid methyl-phenyl-amide (50 mg, 0.22 mmol) and (4-cyanophenyl)-hydrazine hydrochloric acid salt (36.5 mg, 0.22 mmol) in glacial AcOH (1 ml) is heated to reflux for 1 h. At rt, two drops of conc. H2SO4 are added and the reaction mixture is again heated to reflux for another 1 h, then cooled to rt and poured into 5% aqueous NaOAc. The resulting precipitate is filtered, rinsed several times with H2O and dried under high vacuum providing pure subtit... The reactants are Brc1ncccc1OCC1CO1, O=C([O-])[O-], CS(C)=O, Cc1ccccc1, Fc1ccc2c(C3=CCNCC3)c[nH]c2c1, [K+], [K+], CC(=O)[O-], CC(=O)[O-], [Pd+2]. The product is Fc1ccc2c(C3=CCN(CC4COc5cccnc5O4)CC3)c[nH]c2c1. RXN SMILES: [Br:17][c:18]1[n:19][cH:20][cH:21][cH:22][c:23]1[O:24][CH2:25][CH:26]1[O:27][CH2:28]1.[C:29](=[O:30])([O-:31])[O-:32].[CH3:35][S:36]([CH3:37])=[O:38].[CH3:39][c:40]1[cH:41][cH:42][cH:43][cH:44][cH:45]1.[F:1][c:2]1[cH:3][cH:4][c:5]2[c:6]([C:11]3=[CH:16][CH2:15][NH:14][CH2:13][CH2:12]3)[cH:7][nH:8][c:9]2[cH:10]1.[K+:33].[K+:34].[O-:47][C:48]([CH3:49])=[O:50].[O-:51][C:52]([CH3:53])=[O:54].[Pd+2:46]>>[F:1][c:2]1[cH:3][cH:4][c:5]2[c:6]([C:11]3=[CH:16][CH2:15][N:14]([CH2:28][CH:26]4[CH2:25][O:24][c:23]5[c:18]([n:19][cH:20][cH:21][cH:22]5)[O:27]4)[CH2:13][CH2:12]3)[cH:7][nH:8][c:9]2[cH:10]1. Yield: 49.7%. Reaction SMILES: Br[CH:2]1[CH2:7][CH2:6][CH:5]([C:8]([O:10][CH2:11][CH3:12])=[O:9])[CH2:4][C:3]1=[O:13].[F:14][C:15]1[CH:20]=[CH:19][C:18]([SH:21])=[CH:17][CH:16]=1.[OH-].[K+]>CCO>[F:14][C:15]1[CH:20]=[CH:19][C:18]([S:21][CH:2]2[CH2:7][CH2:6][CH:5]([C:8]([O:10][CH2:11][CH3:12])=[O:9])[CH2:4][C:3]2=[O:13])=[CH:17][CH:16]=1 |f:2.3|. Product: FC1=CC=C(C=C1)SC1C(CC(CC1)C(=O)OCC)=O (Ethyl 4-[(4-fluorophenyl)thio]-3-oxocyclohexanecarboxylate). Solvent: CCO (EtOH), CCO (EtOH). The reactants are BrC1C(CC(CC1)C(=O)OCC)=O (ethyl 4-bromo-3-oxocyclohexanecarboxylate), FC1=CC=C(C=C1)S (4-fluorobenzenethiol), [OH-].[K+] (KOH). Conditions: time 30 minute. Procedure: To a solution of ethyl 4-bromo-3-oxocyclohexanecarboxylate (5.2 g, 20.9 mmol) in EtOH (120 mL) at 80° C. was added a solution of 4-fluorobenzenethiol (2.22 mL, 20.9 mmol) and KOH (1.29 g, 22.9 mmol) in EtOH (50 mL). The suspension was stirred for 30 min then filtered. The filtrate was concentrated in vacuo then diluted with water and extracted with diethyl ether. The organic layer was washed with water then brine, then was dried over MgSO4 and concentrated in vacuo. Purification by chromatograph... Reactants: C(C)(=O)NC(=CC1=CC=C(OCC2CO2)C=C1)C(=O)OC (1-[p-(2-acetylamino-2-carbomethoxyvinyl)-phenoxy]-2,3-epoxy-propane), C1(CCCCC1)NS(O)(=O)=O (N-cyclohexylsulphamic acid), CCOCC (ether), C(C)(C)N (isopropylamine). The solvent is O1CCCC1 (tetrahydrofurane), CC(=O)C (acetone), CC(=O)C (acetone). The product is C1(CCCCC1)NS([O-])(=O)=O (N-cyclohexylsulphamate), C(C)(=O)NC(=CC1=CC=C(OCC(CNC(C)C)O)C=C1)C(=O)OC (1-[p-(2-acetylamino-2-carbomethoxy-vinyl)-phenoxy]-2-hydroxy-3-isoproylamino-propane). As a reaction SMILES: [C:1]([NH:4][C:5]([C:18]([O:20][CH3:21])=[O:19])=[CH:6][C:7]1[CH:17]=[CH:16][C:10]([O:11][CH2:12][CH:13]2[O:15][CH2:14]2)=[CH:9][CH:8]=1)(=[O:3])[CH3:2].[CH:22]([NH2:25])([CH3:24])[CH3:23].[CH:26]1([NH:32][S:33](=[O:36])(=[O:35])[OH:34])[CH2:31][CH2:30][CH2:29][CH2:28][CH2:27]1.CCOCC>O1CCCC1.CC(C)=O>[CH:26]1([NH:32][S:33](=[O:34])(=[O:35])[O-:36])[CH2:27][CH2:28][CH2:29][CH2:30][CH2:31]1.[C:1]([NH:4][C:5]([C:18]([O:20][CH3:21])=[O:19])=[CH:6][C:7]1[CH:17]=[CH:16][C:10]([O:11][CH2:12][CH:13]([OH:15])[CH2:14][NH:25][CH:22]([CH3:24])[CH3:23])=[CH:9][CH:8]=1)(=[O:3])[CH3:2]. Procedure: 15.6 g (0.05 mol) of 1-[p-(2-acetylamino-2-carbomethoxyvinyl)-phenoxy]-2,3-epoxy-propane are dissolved in 50 ml of absolute tetrahydrofurane, 4.25 ml (0.05 mol) of isopropylamine are added and thereafter the mixture is heated for 18 hours to the boil under a reflux condenser. It is then evaporated in vacuo and the resulting crude base is dissolved in ethyl acetate. The solution is extracted three times with 20 ml of 1 N hydrochloric acid at a time. The hydrochloric acid extracts are brought to p...